From a dataset of the Open Reaction Database (ORD), a public repository of structured organic reaction records. describe an organic reaction: reactants, conditions, products, and yield The reactants are COC1=NC=C(C=C1OC)C(F)(F)F (2,3-Dimethoxy-5-(trifluoromethyl)pyridine), Br (hydrobromic acid). The solvent is C(C)(=O)O (acetic acid). Reaction conditions: temperature 100 celsius. Yields the product COC=1C(=NC=C(C1)C(F)(F)F)O (3-Methoxy-5-(trifluoromethyl)-2-pyridinol). Reaction SMILES: C[O:2][C:3]1[C:8]([O:9][CH3:10])=[CH:7][C:6]([C:11]([F:14])([F:13])[F:12])=[CH:5][N:4]=1.Br>C(O)(=O)C>[CH3:10][O:9][C:8]1[C:3]([OH:2])=[N:4][CH:5]=[C:6]([C:11]([F:12])([F:13])[F:14])[CH:7]=1. Procedure: 2,3-Dimethoxy-5-(trifluoromethyl)pyridine (8.8 g, 0.042 mol) was dissolved in 30 ml of glacial acetic acid, the mixture heated to 100° C. with stirring, and 14.8 ml of 48 percent aqueous hydrobromic acid (0.13 mol) added. The mixture was allowed to react for 20 min and was then poured onto ice. The solid that formed was recovered by filtration, dried, and recrystallized from ethanol to obtain 5.5 g (67 percent of theory) of the title compound as a white powder melting at 115°-117° C. The proton ... Reactants: CSC1=NC=C(C(=N1)C1=C(C=C(C=C1)Cl)Cl)C1=CC=C(C=C1)Cl (2-Methylthio-5-(4-chlorophenyl)-4-(2,4-dichlorophenyl)pyrimidine), C(CCC)O (n-butanol). Product: C(CCC)OC1=NC=C(C(=N1)C1=C(C=C(C=C1)Cl)Cl)C1=CC=C(C=C1)Cl (2-(n-butyloxy)-4-(2,4-dichlorophenyl)-5-(4-chlorophenyl)pyrimidine). RXN SMILES: CS[C:3]1[N:8]=[C:7]([C:9]2[CH:14]=[CH:13][C:12]([Cl:15])=[CH:11][C:10]=2[Cl:16])[C:6]([C:17]2[CH:22]=[CH:21][C:20]([Cl:23])=[CH:19][CH:18]=2)=[CH:5][N:4]=1.[CH2:24]([OH:28])[CH2:25][CH2:26][CH3:27]>>[CH2:24]([O:28][C:3]1[N:8]=[C:7]([C:9]2[CH:14]=[CH:13][C:12]([Cl:15])=[CH:11][C:10]=2[Cl:16])[C:6]([C:17]2[CH:22]=[CH:21][C:20]([Cl:23])=[CH:19][CH:18]=2)=[CH:5][N:4]=1)[CH2:25][CH2:26][CH3:27]. Procedure details: 2-Methylthio-5-(4-chlorophenyl)-4-(2,4-dichlorophenyl)pyrimidine from Reference Example 3 was reacted with n-butanol according to the procedure described in Example 59 to afford 2-(n-butyloxy)-4-(2,4-dichlorophenyl)-5-(4-chlorophenyl)pyrimidine (HRf): HPLC/MS: m/e=407 (M++1); Rt=4.80 min; 1H-NMR 400 MHz (CDCl3): δ 1.00 (t, 3H), 1.50-1.6 (m,2H), 1.80-1.85 (m, 2H), 4.41-4.44 (t, 2H), 7.01 (d, J=9 Hz, 2H), 7.21-7.25 (m, 5H), 8.58 (s, 1H). Starting materials: Cl.C1(=CC=CC=C1)CCC=1N=C(SC1)C1CCNCC1 (4-[4-(2-Phenylethyl)-1,3-thiazol-2-yl]piperidine hydrochloride), ClC1=C(C=NN1C)CC(=O)O ((5-chloro-1-methyl-1H-pyrazol-4-yl)acetic acid). Product: ClC1=C(C=NN1C)CC(=O)N1CCC(CC1)C=1SC=C(N1)CCC1=CC=CC=C1 (2-(5-Chloro-1-methyl-1H-pyrazol-4-yl)-1-{4-[4-(2-phenylethyl)-1,3-thiazol-2-yl]piperidin-1-yl}ethanone). RXN SMILES: Cl.[C:2]1([CH2:8][CH2:9][C:10]2[N:11]=[C:12]([CH:15]3[CH2:20][CH2:19][NH:18][CH2:17][CH2:16]3)[S:13][CH:14]=2)[CH:7]=[CH:6][CH:5]=[CH:4][CH:3]=1.[Cl:21][C:22]1[N:26]([CH3:27])[N:25]=[CH:24][C:23]=1[CH2:28][C:29](O)=[O:30]>>[Cl:21][C:22]1[N:26]([CH3:27])[N:25]=[CH:24][C:23]=1[CH2:28][C:29]([N:18]1[CH2:19][CH2:20][CH:15]([C:12]2[S:13][CH:14]=[C:10]([CH2:9][CH2:8][C:2]3[CH:7]=[CH:6][CH:5]=[CH:4][CH:3]=3)[N:11]=2)[CH2:16][CH2:17]1)=[O:30] |f:0.1|. Reported procedure: 4-[4-(2-Phenylethyl)-1,3-thiazol-2-yl]piperidine hydrochloride (II-1, 280 mg) is reacted analogously to Example I-63 with (5-chloro-1-methyl-1H-pyrazol-4-yl)acetic acid (174 mg). After chromatographic purification, this gives 2-(5-chloro-1-methyl-1H-pyrazol-4-yl)-1-{4-[4-(2-phenylethyl)-1,3-thiazol-2-yl]piperidin-1-yl}ethanone (89 mg). The reactants are C(#N)C=1C=NC=CC1 (3-cyanopyridine), O (Water), BrC1=C(C=CC=C1)OC (2-bromoanisole), [Mg] (magnesium), Grignard reagent, Cl (Hydrochloric acid). Solvent: C(C)OCC (diethyl ether), C(C)OCC (diethyl ether), C(C)OCC (diethyl ether), CC(C)O (2-propanol). Reaction conditions: time 15 minute. Yields the product COC1=C(C=CC=C1)C1=NC=CC=C1C(=O)C=1C(=NC=CC1)C1=C(C=CC=C1)OC (2-Methoxyphenyl-3-pyridyl-ketone). As a reaction SMILES: Br[C:2]1[CH:7]=[CH:6][CH:5]=[CH:4][C:3]=1[O:8][CH3:9].[Mg].[C:11]([C:13]1[CH:14]=[N:15][CH:16]=[CH:17][CH:18]=1)#N.Cl.[OH2:20]>C(OCC)C.CC(O)C>[CH3:9][O:8][C:3]1[CH:4]=[CH:5][CH:6]=[CH:7][C:2]=1[C:14]1[C:13]([C:11]([C:13]2[C:14]([C:2]3[CH:7]=[CH:6][CH:5]=[CH:4][C:3]=3[O:8][CH3:9])=[N:15][CH:16]=[CH:17][CH:18]=2)=[O:20])=[CH:18][CH:17]=[CH:16][N:15]=1. Reported procedure: A solution of 2-bromoanisole (21 g, 0.11 mol) in diethyl ether (100 mL) was added to magnesium turnings during 45 minutes with heating. After the addition the reflux was continued for 15 min. The Grignard reagent was cooled to 0° C. and a solution of 3-cyanopyridine (10 g, 0.10 mol) in diethyl ether (100 mL) was added dropwise. The mixture was refluxed for a few minutes. Hydrochloric acid (20 mL, 0.24 mol, conc.) and 2-propanol (20 mL) were added and the reflux was continued for 30 min. Water an...